The task is: describe an organic reaction: reactants, conditions, products, and yield. This data is from the Open Reaction Database (ORD), a public repository of structured organic reaction records. Reactants: ClC1=C(C=CC(=C1)Cl)C=1N=C(C(=NC1CC)N[C@H]1[C@H](CC2=CC=CC=C12)O)CC ((1R,2S)-1-{[5-(2,4-dichlorophenyl)-3,6-diethylpyrazin-2-yl]amino}-2,3-dihydro-1H-inden-2-ol), ClC1=C(C=CC(=C1)Cl)C=1N=C(C(=NC1C)NC1CCCC2=CC=CC=C12)C (5-(2,4-dichlorophenyl)-3,6-dimethyl-N-(1,2,3,4-tetrahydronaphthalen-1-yl)pyrazin-2-amine), CC1=C(C=CC(=C1)OC)B(O)O (2-methyl-4-methoxy phenyl boronic acid). Yields the product COC1=CC(=C(C=C1)C=1N=C(C(=NC1C)NC1CCCC2=CC=CC=C12)C)C (5-(4-methoxy-2-methylphenyl)-3,6-dimethyl-N-(1,2,3,4-tetrahydronaphthalen-1-yl)pyrazin-2-amine). Reaction SMILES: ClC1C=C(Cl)C=CC=1C1N=C(CC)C(N[C@@H]2C3C(=CC=CC=3)C[C@@H]2O)=NC=1CC.ClC1C=C(Cl)C=CC=1[C:38]1[N:39]=[C:40]([CH3:56])[C:41]([NH:45][CH:46]2[C:55]3[C:50](=[CH:51][CH:52]=[CH:53][CH:54]=3)[CH2:49][CH2:48][CH2:47]2)=[N:42][C:43]=1[CH3:44].[CH3:57][C:58]1[CH:63]=[C:62]([O:64][CH3:65])[CH:61]=[CH:60][C:59]=1B(O)O>>[CH3:65][O:64][C:62]1[CH:61]=[CH:60][C:59]([C:38]2[N:39]=[C:40]([CH3:56])[C:41]([NH:45][CH:46]3[C:55]4[C:50](=[CH:51][CH:52]=[CH:53][CH:54]=4)[CH2:49][CH2:48][CH2:47]3)=[N:42][C:43]=2[CH3:44])=[C:58]([CH3:57])[CH:63]=1. Procedure details: Following the procedure for the preparation of (1R,2S)-1-{[5-(2,4-dichlorophenyl)-3,6-diethylpyrazin-2-yl]amino}-2,3-dihydro-1H-inden-2-ol but substituting 5-(2,4-dichlorophenyl)-3,6-dimethyl-N-(1,2,3,4-tetrahydronaphthalen-1-yl)pyrazin-2-amine and 2-methyl-4-methoxy phenyl boronic acid, and making non-critical variations provided the title compound as a oil: 1H NMR (CDCl3) δ 1.81, 2.01, 2.06, 2.13, 2.22, 2.77, 3.71, 4.38, 5.39, 6.70, 7.09, 7.31; 13C NMR (CDCl3) δ 20.07, 20.47, 20.54, 22.09, 29.... The reactants are CC(=NO)C(=O)c1ccc(OCc2ccccc2)cc1, CO, Cl, NNC(N)=S. Product: CC(=NO)C(=NNC(N)=S)c1ccc(OCc2ccccc2)cc1. As a reaction SMILES: [CH2:1]([c:2]1[cH:3][cH:4][cH:5][cH:6][cH:7]1)[O:8][c:9]1[cH:10][cH:11][c:12]([C:15]([C:16]([CH3:17])=[N:18][OH:19])=[O:20])[cH:13][cH:14]1.[CH3:27][OH:28].[ClH:26].[NH2:21][NH:22][C:23](=[S:24])[NH2:25]>>[CH2:1]([c:2]1[cH:3][cH:4][cH:5][cH:6][cH:7]1)[O:8][c:9]1[cH:10][cH:11][c:12]([C:15]([C:16]([CH3:17])=[N:18][OH:19])=[N:21][NH:22][C:23](=[S:24])[NH2:25])[cH:13][cH:14]1. The product is CC1CCCN1CCc1cc2cc(-c3c4c(nc5ccnn35)CCC4)ccc2o1. Reaction SMILES: [C:35](=[O:36])([O-:37])[O-:38].[CH3:29][CH:30]1[NH:31][CH2:32][CH2:33][CH2:34]1.[CH3:41][C:42]#[N:43].[K+:39].[K+:40].[n:1]1[cH:2][cH:3][c:4]2[n:5][c:6]3[c:10]([c:11](-[c:13]4[cH:14][cH:15][c:16]5[c:17]([cH:18][c:19]([CH2:21][CH2:22][O:23][S:24]([CH3:25])(=[O:26])=[O:27])[o:20]5)[cH:28]4)[n:12]12)[CH2:9][CH2:8][CH2:7]3>>[n:1]1[cH:2][cH:3][c:4]2[n:5][c:6]3[c:10]([c:11](-[c:13]4[cH:14][cH:15][c:16]5[c:17]([cH:18][c:19]([CH2:21][CH2:22][N:31]6[CH:30]([CH3:29])[CH2:34][CH2:33][CH2:32]6)[o:20]5)[cH:28]4)[n:12]12)[CH2:9][CH2:8][CH2:7]3. Reactants: O=C([O-])[O-], CC1CCCN1, CC#N, [K+], [K+], CS(=O)(=O)OCCc1cc2cc(-c3c4c(nc5ccnn35)CCC4)ccc2o1.